This data is from the Open Reaction Database (ORD), a public repository of structured organic reaction records. The task is: describe an organic reaction: reactants, conditions, products, and yield Reactants: [N+](=O)([O-])C1=CC=C(C(=O)N2C3=C(C(CCC2)=O)SC=C3)C=C1 (4,5,6,7-tetrahydro-4-(4-nitrobenzoyl)-8H-thieno[3,2-b]azepin-8-one), C(C)(C)(C)OC(N(C)C)N(C)C (tert-butoxybis(dimethylamino)methane). Run at time 48 hour. The product is CN(C)C=C1C(C2=C(N(CC1)CC1=CC=C(C=C1)[N+](=O)[O-])C=CS2)=O (7-[(Dimethylamino)methylene]-4,5,6,7-tetrahydro-4-4-nitrobenzyl-8H-thieno[3,2-b]azepin-8-one). RXN SMILES: [N+:1]([C:4]1[CH:22]=[CH:21][C:7]([C:8]([N:10]2[CH2:16][CH2:15][CH2:14][C:13](=[O:17])[C:12]3[S:18][CH:19]=[CH:20][C:11]2=3)=O)=[CH:6][CH:5]=1)([O-:3])=[O:2].C(O[CH:28](N(C)C)[N:29]([CH3:31])[CH3:30])(C)(C)C>>[CH3:28][N:29]([CH:31]=[C:14]1[CH2:15][CH2:16][N:10]([CH2:8][C:7]2[CH:21]=[CH:22][C:4]([N+:1]([O-:3])=[O:2])=[CH:5][CH:6]=2)[C:11]2[CH:20]=[CH:19][S:18][C:12]=2[C:13]1=[O:17])[CH3:30]. Procedure details: A mixture of 3.2 g of 4,5,6,7-tetrahydro-4-(4-nitrobenzoyl)-8H-thieno[3,2-b]azepin-8-one and 32 ml of tert-butoxybis(dimethylamino)methane is heated on a steam bath for 3.5 hours. The reaction mixture is allowed to stand for 48 hours. The reaction mixture is evaporated in vacuo and the concentrate is dissolved in 150 ml of methylene chloride and filtered through hydrous magnesium silicate two times. The volatiles are evaporated in vacuo to a residue which is dissolved in 25 ml of ethyl acetate a... Reactants: CCCCCC1CCC(C(=O)O)CC1, C(=NC1CCCCC1)=NC1CCCCC1, CCCCCCCCC1CCc2c(cc(F)c(F)c2O)C1(F)F. Yields the product CCCCCCCCC1CCc2c(cc(F)c(F)c2OC(=O)C2CCC(CCCCC)CC2)C1(F)F. RXN SMILES: [CH2:24]([CH2:25][CH2:26][CH2:27][CH3:28])[CH:29]1[CH2:30][CH2:31][CH:32]([C:35](=[O:36])[OH:37])[CH2:33][CH2:34]1.[CH:38]1([N:39]=[C:40]=[N:41][CH:42]2[CH2:43][CH2:44][CH2:45][CH2:46][CH2:47]2)[CH2:48][CH2:49][CH2:50][CH2:51][CH2:52]1.[F:1][c:2]1[c:3]([OH:23])[c:4]2[c:9]([cH:10][c:11]1[F:12])[C:8]([F:13])([F:14])[CH:7]([CH2:15][CH2:16][CH2:17][CH2:18][CH2:19][CH2:20][CH2:21][CH3:22])[CH2:6][CH2:5]2>>[F:1][c:2]1[c:3]([O:23][C:35]([CH:32]2[CH2:31][CH2:30][CH:29]([CH2:24][CH2:25][CH2:26][CH2:27][CH3:28])[CH2:34][CH2:33]2)=[O:36])[c:4]2[c:9]([cH:10][c:11]1[F:12])[C:8]([F:13])([F:14])[CH:7]([CH2:15][CH2:16][CH2:17][CH2:18][CH2:19][CH2:20][CH2:21][CH3:22])[CH2:6][CH2:5]2. Starting materials: C1(=CC=CC=C1)S(=O)(=O)C1=CC=C(S1)NC(OC(C)(C)C)=O (tert-Butyl [5-(phenylsulfonyl)thien-2-yl]carbamate). Solvent: FC(C(=O)O)(F)F (trifluoroacetic acid). Conditions: time 2 hour. Yields the product NC=1SC(=CC1)S(=O)(=O)C1=CC=CC=C1 (2-Amino-5-(phenylsulfonyl)thiophene). As a reaction SMILES: [C:1]1([S:7]([C:10]2[S:14][C:13]([NH:15]C(=O)OC(C)(C)C)=[CH:12][CH:11]=2)(=[O:9])=[O:8])[CH:6]=[CH:5][CH:4]=[CH:3][CH:2]=1>FC(F)(F)C(O)=O>[NH2:15][C:13]1[S:14][C:10]([S:7]([C:1]2[CH:6]=[CH:5][CH:4]=[CH:3][CH:2]=2)(=[O:9])=[O:8])=[CH:11][CH:12]=1. Reported procedure: tert-Butyl [5-(phenylsulfonyl)thien-2-yl]carbamate (0.37 g, 1.1 mmol) is dissolved in 5 ml of trifluoroacetic acid and the solution is stirred at room temperature for 2 hours. The trifluoroacetic acid is distilled off and the residue is partitioned between semisaturated sodium hydrogen carbonate solution and dichloromethane. The phases are separated and the aqueous phase is subjected to extraction with dichloromethane. The combined organic phases are dried over potassium carbonate and filtered a... Starting materials: COC1=NC(=NC(=C1[N+](=O)[O-])OC)N1CC2=CC=C(C=C2CC1)C(F)(F)F (2-(4,6-dimethoxy-5-nitropyrimidin-2-yl)-6-(trifluoromethyl)-1,2,3,4-tetrahydroisoquinoline), [H][H] (hydrogen). Reagents/catalysts: [Ni] (Nickel). Product: COC1=NC(=NC(=C1N)OC)N1CC2=CC=C(C=C2CC1)C(F)(F)F (4,6-dimethoxy-2-(6-(trifluoromethyl)-3,4-dihydroisoquinolin-2(1H)-yl)pyrimidin-5-amine). Reaction SMILES: [CH3:1][O:2][C:3]1[C:8]([N+:9]([O-])=O)=[C:7]([O:12][CH3:13])[N:6]=[C:5]([N:14]2[CH2:23][CH2:22][C:21]3[C:16](=[CH:17][CH:18]=[C:19]([C:24]([F:27])([F:26])[F:25])[CH:20]=3)[CH2:15]2)[N:4]=1.[H][H]>[Ni]>[CH3:1][O:2][C:3]1[C:8]([NH2:9])=[C:7]([O:12][CH3:13])[N:6]=[C:5]([N:14]2[CH2:23][CH2:22][C:21]3[C:16](=[CH:17][CH:18]=[C:19]([C:24]([F:26])([F:27])[F:25])[CH:20]=3)[CH2:15]2)[N:4]=1. Procedure: A suspension of Raney®-Nickel in a methanolic solution of 5b (0.76 g in 50 ml, 1.98 mmol) was shaken under 50 psi of hydrogen atmosphere for 12 hours. The mixture was filtered and the filtrate was concentrated and used for the next step without further purification (0.69 g, 1.96 mmol, 99%). Reactants: [Br-], CCC[Mg+], C1CCOC1, Cc1cc(C)c(Cc2ccc(C(C)C)cc2)c(OCC(=O)N2CC2C)c1, O. Product: CCCC(=O)COc1cc(C)cc(C)c1Cc1ccc(C(C)C)cc1. Reaction SMILES: [Br-:27].[CH2:28]([CH2:29][CH3:30])[Mg+:31].[CH2:33]1[O:34][CH2:35][CH2:36][CH2:37]1.[CH:1]([CH3:2])([CH3:3])[c:4]1[cH:5][cH:6][c:7]([CH2:8][c:9]2[c:10]([O:11][CH2:12][C:13](=[O:14])[N:15]3[CH2:16][CH:17]3[CH3:18])[cH:19][c:20]([CH3:24])[cH:21][c:22]2[CH3:23])[cH:25][cH:26]1.[OH2:32]>>[CH:1]([CH3:2])([CH3:3])[c:4]1[cH:5][cH:6][c:7]([CH2:8][c:9]2[c:10]([O:11][CH2:12][C:13](=[O:14])[CH2:28][CH2:29][CH3:30])[cH:19][c:20]([CH3:24])[cH:21][c:22]2[CH3:23])[cH:25][cH:26]1. The reactants are C(C1=CC=CC=C1)OCC(O)CO (1-benzylglycerol), [H-].[Na+] (sodium hydride), O1C(CCCC1)OCCCCCCBr (1-Tetrahydropyran-2-yloxy-6-bromohexane). Run in CN(C=O)C (dimethylformamide). Reaction conditions: time 45 minute. Product: C(C1=CC=CC=C1)OCC(OCCCCCCOC1OCCCC1)COCCCCCCOC1OCCCC1 (2-({6[2-(Benzyloxy)-1-({[6-(tetrahydro-2H-pyran-2-yloxy)hexyl]oxy}methyl)ethoxy]hexyl}oxy)tetrahydro-2H-pyran). The yield is 41.2%. RXN SMILES: [CH2:1]([O:8][CH2:9][CH:10]([CH2:12][OH:13])[OH:11])[C:2]1[CH:7]=[CH:6][CH:5]=[CH:4][CH:3]=1.[H-].[Na+].[O:16]1[CH2:21][CH2:20][CH2:19][CH2:18][CH:17]1[O:22][CH2:23][CH2:24][CH2:25][CH2:26][CH2:27][CH2:28]Br>CN(C)C=O>[CH2:1]([O:8][CH2:9][CH:10]([CH2:12][O:13][CH2:28][CH2:27][CH2:26][CH2:25][CH2:24][CH2:23][O:22][CH:17]1[CH2:18][CH2:19][CH2:20][CH2:21][O:16]1)[O:11][CH2:28][CH2:27][CH2:26][CH2:25][CH2:24][CH2:23][O:22][CH:17]1[CH2:18][CH2:19][CH2:20][CH2:21][O:16]1)[C:2]1[CH:7]=[CH:6][CH:5]=[CH:4][CH:3]=1 |f:1.2|. Procedure: To a cooled solution, 0° C., of 1-benzylglycerol (3.00 g) in dimethylformamide (165 ml) was added sodium hydride (60% dispersion in mineral oil, 3.95 g) and the reaction stirred for 45 minutes. 1-Tetrahydropyran-2-yloxy-6-bromohexane (13.10 g) was added and the reaction stirred at 20° C. for 19 hours. The reaction was quenched by the portionwise addition of methanol(10 ml) over 30 minutes at 0° C. The solvent was removed in vacuo and the residue partitioned between water (125 ml) and dichloromet... Starting materials: FC1=C(C=O)C=C(C=C1)[N+](=O)[O-] (2-fluoro-5-nitrobenzaldehyde), N\C(=C/C(=O)OC)\C (methyl 3-aminocrotonate), C(CC(=O)C)(=O)OCCN(C)CC1=CC=CC=C1 (2-(N-benzyl-N-methylamino)ethyl acetoacetate). Solvent: CC(C)O (2-propanol). The product is CC=1NC(=C(C(C1C(=O)OCCN(C)CC1=CC=CC=C1)C1=C(C=CC(=C1)[N+](=O)[O-])F)C(=O)OC)C (2-(N-benzyl-N-methylamino)ethyl methyl 2,6-dimethyl-4-(2-fluoro-5-nitrophenyl)-1,4-dihydropyridine-3,5-dicarboxylate). Yield: 40.0%. RXN SMILES: [F:1][C:2]1[CH:9]=[CH:8][C:7]([N+:10]([O-:12])=[O:11])=[CH:6][C:3]=1[CH:4]=O.[NH2:13]/[C:14](/[CH3:20])=[CH:15]\[C:16]([O:18][CH3:19])=[O:17].[C:21]([O:27][CH2:28][CH2:29][N:30]([CH2:32][C:33]1[CH:38]=[CH:37][CH:36]=[CH:35][CH:34]=1)[CH3:31])(=[O:26])[CH2:22][C:23]([CH3:25])=O>CC(O)C>[CH3:25][C:23]1[NH:13][C:14]([CH3:20])=[C:15]([C:16]([O:18][CH3:19])=[O:17])[CH:4]([C:3]2[CH:6]=[C:7]([N+:10]([O-:12])=[O:11])[CH:8]=[CH:9][C:2]=2[F:1])[C:22]=1[C:21]([O:27][CH2:28][CH2:29][N:30]([CH2:32][C:33]1[CH:38]=[CH:37][CH:36]=[CH:35][CH:34]=1)[CH3:31])=[O:26]. Procedure: A mixture of 170 mg of 2-fluoro-5-nitrobenzaldehyde, 126 mg of methyl 3-aminocrotonate and 253 mg of 2-(N-benzyl-N-methylamino)ethyl acetoacetate in 1 ml of 2-propanol was reacted and then purified in the same way as in Example 9 to yield 200 mg of the desired compound (144). Reactants: C1(CCCC1)C1=C(C(CC1)=O)C1=CC(=CC=C1)C=O (3-cyclopentyl-2-(3-formylphenyl)-2-cyclopenten-1-one), C(C)(=O)O[BH-](OC(C)=O)OC(C)=O.[Na+] (sodium triacetoxyborohydride), [Cl-].[NH4+] (ammonium chloride). Reagents/catalysts: C(C)(=O)O (acetic acid). Run in C1=CC=CC=C1 (benzene). Product: C1(CCCC1)C1=C(C(CC1)=O)C1=CC(=CC=C1)CO (3-cyclopentyl-2-(3-hydroxymethylphenyl)-2-cyclopenten-1-one). As a reaction SMILES: [CH:1]1([C:6]2[CH2:10][CH2:9][C:8](=[O:11])[C:7]=2[C:12]2[CH:17]=[CH:16][CH:15]=[C:14]([CH:18]=[O:19])[CH:13]=2)[CH2:5][CH2:4][CH2:3][CH2:2]1.C(O[BH-](OC(=O)C)OC(=O)C)(=O)C.[Na+].[Cl-].[NH4+]>C1C=CC=CC=1.C(O)(=O)C>[CH:1]1([C:6]2[CH2:10][CH2:9][C:8](=[O:11])[C:7]=2[C:12]2[CH:17]=[CH:16][CH:15]=[C:14]([CH2:18][OH:19])[CH:13]=2)[CH2:2][CH2:3][CH2:4][CH2:5]1 |f:1.2,3.4|. Procedure details: A mixture of 120 mg 3-cyclopentyl-2-iodo-2-cyclopenten-1-one, 80 mg 3-formylphenylboronic acid and 20 mg tetrakis(triphenylphosphine)palladium was stirred at 80° C. overnight in 8 ml toluene, 4 ml ethanol and 4 ml 2 N aqueous sodium carbonate. Then the reaction mixture was diluted with ethyl acetate, washed with brine, dried over anhydrous magnesium sulfate, and filtered. The filtrate was concentrated under reduced pressure and purified by column chromatography (silica gel, hexane/ethyl acetate=... Reported procedure: This product was prepared from toluene-4-sulfonic acid quinolin-3-yl ester and 4-ethynyl-phenylamine following the general procedure for the Sonogashira cross-coupling reaction described above. Chromatography eluent: heptane/EtOAc 6:4; yield (120 mg, 98%); 1H NMR δ (CDCl3): 8.98 (s, 1H), 8.34 (s, 1H), 8.21 (d, J=8.60 Hz, 1H), 7.87-7.71 (d m, 2H), 7.68-7.57 (m, 1H), 7.40 (d, J=8.36 Hz, 2H), 6.67 (d, J=8.38 Hz, 2H), 4.46 (br s, 2H); LCMS m/z: 244. As a reaction SMILES: [N:1]1[C:10]2[C:5](=[CH:6][CH:7]=[CH:8][CH:9]=2)[CH:4]=[C:3](OS(C2C=CC(C)=CC=2)(=O)=O)[CH:2]=1.[C:22]([C:24]1[CH:29]=[CH:28][C:27]([NH2:30])=[CH:26][CH:25]=1)#[CH:23]>CCCCCCC.CCOC(C)=O>[N:1]1[C:10]2[C:5](=[CH:6][CH:7]=[CH:8][CH:9]=2)[CH:4]=[C:3]([C:23]#[C:22][C:24]2[CH:29]=[CH:28][C:27]([NH2:30])=[CH:26][CH:25]=2)[CH:2]=1 |f:2.3|. Solvent: CCCCCCC.CCOC(=O)C (heptane EtOAc). Yields the product N1=CC(=CC2=CC=CC=C12)C#CC1=CC=C(C=C1)N (4-Quinolin-3-ylethynyl-phenylamine). The reactants are N1=CC(=CC2=CC=CC=C12)OS(=O)(=O)C1=CC=C(C=C1)C (toluene-4-sulfonic acid quinolin-3-yl ester), C(#C)C1=CC=C(C=C1)N (4-ethynyl-phenylamine).